Task: describe an organic reaction: reactants, conditions, products, and yield. Dataset: the Open Reaction Database (ORD), a public repository of structured organic reaction records Reactants: CC(C)(C)c1ccc(CCl)cc1, CNCc1cccc2ccccc12, [Na+], [Na+], O=C([O-])[O-], CN(C)C=O, O. Product: CN(Cc1ccc(C(C)(C)C)cc1)Cc1cccc2ccccc12, Cl. RXN SMILES: [C:14]([CH3:15])([CH3:16])([CH3:17])[c:18]1[cH:19][cH:20][c:21]([CH2:22][Cl:23])[cH:24][cH:25]1.[CH3:1][NH:2][CH2:3][c:4]1[cH:5][cH:6][cH:7][c:8]2[cH:9][cH:10][cH:11][cH:12][c:13]12.[Na+:26].[Na+:27].[O-:28][C:29](=[O:30])[O-:31].[O:32]=[CH:33][N:34]([CH3:35])[CH3:36].[OH2:37]>>[CH3:1][N:2]([CH2:3][c:4]1[cH:5][cH:6][cH:7][c:8]2[cH:9][cH:10][cH:11][cH:12][c:13]12)[CH2:22][c:21]1[cH:20][cH:19][c:18]([C:14]([CH3:15])([CH3:16])[CH3:17])[cH:25][cH:24]1.[ClH:23]. Starting materials: CO, [H][H], N, N#Cc1cccc(Oc2ccccc2)c1. Product: NCc1cccc(Oc2ccccc2)c1. As a reaction SMILES: [CH3:19][OH:20].[H:17][H:18].[NH3:16].[O:1]([c:2]1[cH:3][cH:4][cH:5][cH:6][cH:7]1)[c:8]1[cH:9][c:10]([C:11]#[N:12])[cH:13][cH:14][cH:15]1>>[O:1]([c:2]1[cH:3][cH:4][cH:5][cH:6][cH:7]1)[c:8]1[cH:9][c:10]([CH2:11][NH2:12])[cH:13][cH:14][cH:15]1. The reactants are ice water, Cl (hydrochloric acid), C(CCCCCCCCCCCCCCC)Br (hexadecyl bromide), methanolic solution, C[O-].[Na+] (sodium methylate), OC1=C(C=C(C2=CC=CC=C12)O)C(=O)O (1,4-dihydroxy-2-naphthoic acid). The solvent is CN(C=O)C (dimethylformamide). Conditions: temperature 60 celsius, time 30 minute. Yields the product OC1=C(C=C(C2=CC=CC=C12)OCCCCCCCCCCCCCCCC)C(=O)O (1-hydroxy-4-hexadecyloxy-2-naphthoic acid). Isolated yield 43.8%. RXN SMILES: [OH:1][C:2]1[C:11]2[C:6](=[CH:7][CH:8]=[CH:9][CH:10]=2)[C:5]([OH:12])=[CH:4][C:3]=1[C:13]([OH:15])=[O:14].C[O-].[Na+].[CH2:19](Br)[CH2:20][CH2:21][CH2:22][CH2:23][CH2:24][CH2:25][CH2:26][CH2:27][CH2:28][CH2:29][CH2:30][CH2:31][CH2:32][CH2:33][CH3:34].Cl>CN(C)C=O>[OH:1][C:2]1[C:11]2[C:6](=[CH:7][CH:8]=[CH:9][CH:10]=2)[C:5]([O:12][CH2:34][CH2:33][CH2:32][CH2:31][CH2:30][CH2:29][CH2:28][CH2:27][CH2:26][CH2:25][CH2:24][CH2:23][CH2:22][CH2:21][CH2:20][CH3:19])=[CH:4][C:3]=1[C:13]([OH:15])=[O:14] |f:1.2|. Reported procedure: 12.3 g of 1,4-dihydroxy-2-naphthoic acid was dissolved in 100 ml of dimethylformamide, and to the solution was added 23.2 g of a 28% methanolic solution of sodium methylate in a nitrogenous atmosphere at 40° C. with stirring. The mixture was heated to 60° C., and 15.3 g of hexadecyl bromide was added thereto dropwise over a period of 30 minutes. The resulting mixture was heated for 3 hours while stirring, cooled, and then poured into 1 liter of ice-water to which 50 ml of concentrated hydrochlor... Starting materials: ClC1=C(C=CC=C1)C1=NCC(NC2=C1C=C(C=C2)Cl)=S (1,3-dihydro-5-(2-chlorophenyl)-7-chloro-2H-1,4-benzodiazepine-2-thione), C(\C=C/C(=O)O)(=O)O (maleic acid), [OH-].[K+] (potassium hydroxide), Cl.CN(C)CCCl (N,N-dimethyl-2-chloroethylamine hydrochloride). Run in O (water), O1CCCC1 (tetrahydrofuran). Reaction conditions: time 3 hour. Yields the product C(\C=C/C(=O)O)(=O)O.CN(CCSC1=NC2=C(C(=NC1)C1=C(C=CC=C1)Cl)C=C(C=C2)Cl)C (2-(2-dimethylaminoethylthio)-5-(2-chlorophenyl)-7-chloro-3H-1,4-benzodiazepine maleate). Reaction SMILES: [Cl:1][C:2]1[CH:7]=[CH:6][CH:5]=[CH:4][C:3]=1[C:8]1[C:14]2[CH:15]=[C:16]([Cl:19])[CH:17]=[CH:18][C:13]=2[NH:12][C:11](=[S:20])[CH2:10][N:9]=1.[OH-].[K+].Cl.[CH3:24][N:25]([CH2:27][CH2:28]Cl)[CH3:26].[C:30]([OH:37])(=[O:36])/[CH:31]=[CH:32]\[C:33]([OH:35])=[O:34]>O.O1CCCC1>[C:30]([OH:37])(=[O:36])/[CH:31]=[CH:32]\[C:33]([OH:35])=[O:34].[CH3:24][N:25]([CH3:26])[CH2:27][CH2:28][S:20][C:11]1[CH2:10][N:9]=[C:8]([C:3]2[CH:4]=[CH:5][CH:6]=[CH:7][C:2]=2[Cl:1])[C:14]2[CH:15]=[C:16]([Cl:19])[CH:17]=[CH:18][C:13]=2[N:12]=1 |f:1.2,3.4,8.9|. Procedure details: To a solution of 3.2 g of 1,3-dihydro-5-(2-chlorophenyl)-7-chloro-2H-1,4-benzodiazepine-2-thione in a solvent mixture comprising 17 ml of a 10% aqueous potassium hydroxide solution and 1.2 ml of tetrahydrofuran is added at room temperature with stirring 2.16 g of N,N-dimethyl-2-chloroethylamine hydrochloride in its powdery form. The resulting mixture is stirred at room temperature for 3 hours and, thereafter, the reaction mixture is diluted with water and extracted with ethyl acetate. The extrac...